Dataset: the Open Reaction Database (ORD), a public repository of structured organic reaction records. Task: describe an organic reaction: reactants, conditions, products, and yield The reactants are C1(=CC=CC=C1)[C@@H]1OC1 ((2S)-2-phenyloxirane), FC(CO)(F)F (2,2,2-trifluoroethan-1-ol), bis[(trifluoromethane)sulfonyloxy]alumanyl trifluoromethanesulfonate. Run at time 2 hour. Yields the product C1(=CC=CC=C1)C(CO)OCC(F)(F)F (2-phenyl-2-(2,2,2-trifluoroethoxy)ethan-1-ol). Isolated yield 22.0%. RXN SMILES: [C:1]1([C@H:7]2[CH2:9][O:8]2)[CH:6]=[CH:5][CH:4]=[CH:3][CH:2]=1.[F:10][C:11]([F:15])([F:14])[CH2:12][OH:13]>>[C:1]1([CH:7]([O:13][CH2:12][C:11]([F:15])([F:14])[F:10])[CH2:9][OH:8])[CH:2]=[CH:3][CH:4]=[CH:5][CH:6]=1. Procedure details: Into a 25-mL round-bottom flask was placed (2S)-2-phenyloxirane (1 g, 8.32 mmol, 1.00 equiv), 2,2,2-trifluoroethan-1-ol (5 mL) and bis[(trifluoromethane)sulfonyloxy]alumanyl trifluoromethanesulfonate (197 mg, 0.42 mmol, 0.05 equiv). The resulting solution was stirred for 2 h at room temperature. The mixture was concentrated under vacuum. The residue was applied onto a silica gel column with ethyl acetate/petroleum ether (1:20). Purification afforded 410 mg (22%) of 2-phenyl-2-(2,2,2-trifluoroeth... The reactants are O.C([O-])(O)=O.[Na+] (sodium bicarbonate water), C([O-])([O-])=O.[K+].[K+] (potassium carbonate), tetrakistriphenylphosphine palladium(0), CB1OB(OB(O1)C)C (trimethylboroxine), BrC1=CC(=C(C(=C1)[N+](=O)[O-])OC)F (4-bromo-2-fluoro-6-nitroanisole). Run in O1CCOCC1 (1,4-dioxane). The product is FC1=C(C(=CC(=C1)C)[N+](=O)[O-])OC (1-Fluoro-2-methoxy-5-methyl-3-nitrobenzene). Isolated yield 73.5%. Reaction SMILES: [C:1](=O)([O-])[O-].[K+].[K+].CB1OB(C)OB(C)O1.Br[C:17]1[CH:22]=[C:21]([N+:23]([O-:25])=[O:24])[C:20]([O:26][CH3:27])=[C:19]([F:28])[CH:18]=1.O.C(=O)(O)[O-].[Na+]>O1CCOCC1>[F:28][C:19]1[CH:18]=[C:17]([CH3:1])[CH:22]=[C:21]([N+:23]([O-:25])=[O:24])[C:20]=1[O:26][CH3:27] |f:0.1.2,5.6.7|. Procedure: Under nitrogen atmosphere, potassium carbonate (218 mg, 1.58 mmol), tetrakistriphenylphosphine palladium(0) (58 mg, 50 μmol), trimethylboroxine (77 μl, 0.55 mmol) were added to a 1,4-dioxane (5 ml) solution of 4-bromo-2-fluoro-6-nitroanisole (125 mg, 0.5 mmol), followed by stirring with heating under reflux for 1 hour and a half. After cooling to room temperature, saturated sodium bicarbonate water was added to the reaction liquid, followed by extraction three times with ethyl acetate, the organ... Starting materials: CC1=NN=C2N1C1=C(C=C2)NC(=C1)C(F)(F)F (1-Methyl-7-(trifluoromethyl)-6H-pyrrolo[2,3-e][1,2,4]triazolo[4,3-a]pyridine), C(=O)([O-])[O-].[Cs+].[Cs+] (Cs2CO3), C(C1=CC=CC=C1)Br (benzyl bromide). Run in CN(C)C=O (DMF), O (water), CO (MeOH). Reaction conditions: time 8 hour. The product is FC(C(=O)O)(F)F.FC(C(=O)O)(F)F.C(C1=CC=CC=C1)N1C(=CC2=C1C=CC=1N2C(=NN1)C)C(F)(F)F (6-Benzyl-1-methyl-7-(trifluoromethyl)-6H-pyrrolo[2,3-e][1,2,4]triazolo[4,3-a]pyridine bis(trifluoroacetate) salt). RXN SMILES: [CH3:1][C:2]1[N:6]2[C:7]3[CH:13]=[C:12]([C:14]([F:17])([F:16])[F:15])[NH:11][C:8]=3[CH:9]=[CH:10][C:5]2=[N:4][N:3]=1.[C:18]([O-:21])([O-])=[O:19].[Cs+].[Cs+].[CH2:24](Br)[C:25]1[CH:30]=[CH:29][CH:28]=[CH:27][CH:26]=1>CN(C=O)C.O.CO>[F:15][C:14]([F:17])([F:16])[C:18]([OH:21])=[O:19].[F:15][C:14]([F:17])([F:16])[C:18]([OH:21])=[O:19].[CH2:24]([N:11]1[C:8]2[CH:9]=[CH:10][C:5]3[N:6]([C:2]([CH3:1])=[N:3][N:4]=3)[C:7]=2[CH:13]=[C:12]1[C:14]([F:17])([F:15])[F:16])[C:25]1[CH:30]=[CH:29][CH:28]=[CH:27][CH:26]=1 |f:1.2.3,8.9.10|. Reported procedure: A solution of 1-methyl-7-(trifluoromethyl)-6H-pyrrolo[2,3-e][1,2,4]triazolo[4,3-a]pyridine (0.020 g, 0.083 mmol, from Step 4) in DMF (0.5 mL) was treated with Cs2CO3 (0.054 g, 0.17 mmol) and benzyl bromide (0.010 mL, 0.084 mmol, Aldrich). After stirring overnight, the reaction was diluted with water and MeOH. The product was purified by preparative HPLC-MS (Waters SunFire C18, eluting with a gradient of MeCN/H2O containing 0.1% TFA). Yield: (6 mg, 12%).